From a dataset of the Open Reaction Database (ORD), a public repository of structured organic reaction records. describe an organic reaction: reactants, conditions, products, and yield Starting materials: ClC1=NC(=CC2=CC(=CC=C12)OC)NC1=NNC=C1 ((1-chloro-6-methoxy-isoquinolin-3-yl)-(1H-pyrazol-3-yl)-amine), B(C1=CSC2=CC=CC=C12)(O)O (thianaphthene-3-boronic acid). Product: S1C2=C(C(=C1)C1=NC(=CC3=CC(=CC=C13)OC)NC1=NNC=C1)C=CC=C2 ((1-benzo[b]thiophen-3-yl-6-methoxy-isoquinolin-3-yl)-(1H-pyrazol-3-yl)-amine). As a reaction SMILES: Cl[C:2]1[C:11]2[C:6](=[CH:7][C:8]([O:12][CH3:13])=[CH:9][CH:10]=2)[CH:5]=[C:4]([NH:14][C:15]2[CH:19]=[CH:18][NH:17][N:16]=2)[N:3]=1.B(O)(O)[C:21]1[C:29]2[C:24](=[CH:25][CH:26]=[CH:27][CH:28]=2)[S:23][CH:22]=1>>[S:23]1[CH:22]=[C:21]([C:2]2[C:11]3[C:6](=[CH:7][C:8]([O:12][CH3:13])=[CH:9][CH:10]=3)[CH:5]=[C:4]([NH:14][C:15]3[CH:19]=[CH:18][NH:17][N:16]=3)[N:3]=2)[C:29]2[CH:28]=[CH:27][CH:26]=[CH:25][C:24]1=2. Procedure: Similar procedure as described in example 131 was used, starting from (1-chloro-6-methoxy-isoquinolin-3-yl)-(1H-pyrazol-3-yl)-amine and thianaphthene-3-boronic acid to give (1-benzo[b]thiophen-3-yl-6-methoxy-isoquinolin-3-yl)-(1H-pyrazol-3-yl)-amine. LC-MS m/e 373(MH+). The reactants are ClC=1C=C(N)C=CC1Cl (3,4-dichloroaniline), C(C1=CC=CC=C1)=O (benzaldehyde). The product is C(C1=CC=CC=C1)=NC1=CC(=C(C=C1)Cl)Cl (N-benzylidene-3,4-dichloroaniline). RXN SMILES: [Cl:1][C:2]1[CH:3]=[C:4]([CH:6]=[CH:7][C:8]=1[Cl:9])[NH2:5].[CH:10](=O)[C:11]1[CH:16]=[CH:15][CH:14]=[CH:13][CH:12]=1>>[CH:10](=[N:5][C:4]1[CH:6]=[CH:7][C:8]([Cl:9])=[C:2]([Cl:1])[CH:3]=1)[C:11]1[CH:16]=[CH:15][CH:14]=[CH:13][CH:12]=1. Procedure: Equimolar amounts of 3,4-dichloroaniline and benzaldehyde are stirred together at room temperature to give a nearly quantitative yield of N-benzylidene-3,4-dichloroaniline that melts at 62°-5° C. upon recrystallization from ethanol.